Dataset: the Open Reaction Database (ORD), a public repository of structured organic reaction records. Task: describe an organic reaction: reactants, conditions, products, and yield As a reaction SMILES: C(C1C=CC(NC2N=C3C=CC=C([NH:18][C@@H:19]4[CH2:24][CH2:23][C@H:22]([NH:25]C(=O)OC(C)(C)C)[CH2:21][CH2:20]4)N3N=2)=CC=1)#N.Br[C:35]1[N:40]2[N:41]=[C:42]([NH:44][C:45]3[CH:52]=[CH:51][C:48]([C:49]#[N:50])=[CH:47][CH:46]=3)[N:43]=[C:39]2[CH:38]=[CH:37][CH:36]=1.N[C@@H]1CC[C@H](NC(=O)[O:62]C(C)(C)C)CC1.C(=O)([O-])[O-].[Cs+].[Cs+].C1(P(C2C=CC=CC=2)C2C3OC4C(=CC=CC=4P(C4C=CC=CC=4)C4C=CC=CC=4)C(C)(C)C=3C=CC=2)C=CC=CC=1>O1CCOCC1.[Cl-].[Na+].O>[NH2:18][C@@H:19]1[CH2:24][CH2:23][C@H:22]([NH:25][C:35]2[N:40]3[N:41]=[C:42]([NH:44][C:45]4[CH:52]=[CH:51][C:48]([C:49]([NH2:50])=[O:62])=[CH:47][CH:46]=4)[N:43]=[C:39]3[CH:38]=[CH:37][CH:36]=2)[CH2:21][CH2:20]1 |f:3.4.5,8.9.10|. Run at temperature 100 celsius. Yields the product N[C@H]1CC[C@H](CC1)NC1=CC=CC=2N1N=C(N2)NC2=CC=C(C(=O)N)C=C2 (cis-4-(5-(4-Aminocyclohexylamino)-[1,2,4]triazolo[1,5-a]pyridin-2-ylamino)benzamide). Reported procedure: tert-Butyl cis-4-(2-(4-cyanophenylamino)-[1,2,4]triazolo[1,5-a]pyridin-5-ylamino)cyclohexylcarbamate. To an orange solution of 4-(5-bromo-[1,2,4]triazolo[1,5-a]pyridin-2-ylamino)benzonitrile (0.200 g, 0.637 mmol) in dioxane (10 mL) was added tert-butyl cis-4-aminocyclohexylcarbamate (0.273 g, 1.273 mmol), cesium carbonate (0.415 g, 1.273 mmol), 4,5-bis(diphenylphosphino)-9,9-dimethylxanthene (0.074 g, 0.127 mmol) and tris(dibezylideneacetone)palladium (0.061 g, 0.0669 mmol) at room temperature u... Reactants: C(#N)C1=CC=C(C=C1)NC1=NN2C(C=CC=C2N[C@H]2CC[C@H](CC2)NC(OC(C)(C)C)=O)=N1 (tert-Butyl cis-4-(2-(4-cyanophenylamino)-[1,2,4]triazolo[1,5-a]pyridin-5-ylamino)cyclohexylcarbamate), BrC1=CC=CC=2N1N=C(N2)NC2=CC=C(C#N)C=C2 (4-(5-bromo-[1,2,4]triazolo[1,5-a]pyridin-2-ylamino)benzonitrile), N[C@H]1CC[C@H](CC1)NC(OC(C)(C)C)=O (tert-butyl cis-4-aminocyclohexylcarbamate), C([O-])([O-])=O.[Cs+].[Cs+] (cesium carbonate), C1(=CC=CC=C1)P(C1=CC=CC=2C(C3=CC=CC(=C3OC12)P(C1=CC=CC=C1)C1=CC=CC=C1)(C)C)C1=CC=CC=C1 (4,5-bis(diphenylphosphino)-9,9-dimethylxanthene), tris(dibezylideneacetone)palladium. The solvent is [Cl-].[Na+].O (brine), O1CCOCC1 (dioxane). Yield: 29.0%. The reactants are C[C@H]1CC(C[C@]23C=4C=C(C=CC4C[C@H]([C@H]12)N(CC3)C)OC)=O (8β,17-dimethyl-3-methoxymorphinan-6-one), C(=O)([O-])[O-].[K+].[K+] (K2CO3), N#CBr (cyanogen bromide). The solvent is C(Cl)(Cl)Cl (chloroform), C(Cl)(Cl)Cl (chloroform). Reaction conditions: time 30 minute. Yields the product C(#N)N1[C@H]2[C@@H]3[C@H](CC(C[C@@]3(C=3C=C(C=CC3C2)OC)CC1)=O)C (17-Cyano-3-methoxy-8β-methylmorphinan-6-one). Isolated yield 81.0%. As a reaction SMILES: [CH3:1][C@@H:2]1[C@@H:15]2[C@:6]3([CH2:18][CH2:17][N:16]([CH3:19])[C@@H:14]2[CH2:13][C:12]2[CH:11]=[CH:10][C:9]([O:20][CH3:21])=[CH:8][C:7]3=2)[CH2:5][C:4](=[O:22])[CH2:3]1.C([O-])([O-])=O.[K+].[K+].[N:29]#CBr>C(Cl)(Cl)Cl>[C:19]([N:16]1[CH2:17][CH2:18][C@@:6]23[C:7]4[CH:8]=[C:9]([O:20][CH3:21])[CH:10]=[CH:11][C:12]=4[CH2:13][C@@H:14]1[C@@H:15]2[C@@H:2]([CH3:1])[CH2:3][C:4](=[O:22])[CH2:5]3)#[N:29] |f:1.2.3|. Reported procedure: A rapidly stirred mixture of 8β,17-dimethyl-3-methoxymorphinan-6-one (free base; prepared in Part A) in chloroform (1.0 g/10 ml) containing 1.5 g finely powdered dry K2CO3 was treated dropwise with a solution of cyanogen bromide in chloroform (1.2 equivalents; 1.0 g/20 ml). The mixture was stirred rapidly for 30 minutes and then heated at reflux for an additional two hours. The solution was cooled, filtered, evaporated to dryness and azeotroped with alcohol. The crystalline, mp. 202°-205° C., pr... Reactants: C(C)#N (acetonitrile), C(C)OC1=CC(=C(C(=O)OC)C=C1OC)N=CN(C)C (methyl 4-ethoxy-5-methoxy-2-(dimethylaminomethyleneamino)benzoate), C(CCC)[Li] (n-butyl lithium), C(C)(=O)O (acetic acid). Run in O (water), C1CCOC1 (THF), C1CCOC1 (THF), C1CCOC1 (THF). Conditions: temperature -78 celsius, time 15 minute. Product: C(C)OC1=C(C=C2C(C(=CNC2=C1)C#N)=O)OC (7-Ethoxy-1,4-dihydro-6-methoxy-4-oxo-3-quinolinecarbonitrile). The yield is 83.1%. As a reaction SMILES: C([Li])CCC.[C:6](#[N:8])[CH3:7].[CH2:9]([O:11][C:12]1[C:21]([O:22][CH3:23])=[CH:20][C:15]([C:16]([O:18]C)=O)=[C:14]([N:24]=[CH:25]N(C)C)[CH:13]=1)[CH3:10].C(O)(=O)C>C1COCC1.O>[CH2:9]([O:11][C:12]1[CH:13]=[C:14]2[C:15]([C:16](=[O:18])[C:7]([C:6]#[N:8])=[CH:25][NH:24]2)=[CH:20][C:21]=1[O:22][CH3:23])[CH3:10]. Procedure: Added 54.0 ml (135 mmol) n-butyl lithium to 150 ml THF and chilled to -78° C. under N2. Added dropwise over 20 minutes 7.05 ml (135 mmol) acetonitrile in 200 ml THF. Stirred 15 minutes and added a solution of 17.99 g (64.2 mmol) methyl 4-ethoxy-5-methoxy-2-(dimethylaminomethyleneamino)benzoate in 150 ml THF dropwise over 20 minutes. Let stir for 0.5 hour at -78° C. Added 11.0 ml (193 mmol) acetic acid and warmed gradually to 25° C. After 2.5 hours, stripped solvent, slurried residue with water, ... RXN SMILES: [NH2:13][CH2:14][CH2:15][n:16]1[c:17]([CH3:28])[n:18][c:19]2[c:20]([NH2:27])[n:21][c:22]([CH3:26])[c:23]([CH3:25])[c:24]12.[c:1]1([CH:7]2[CH:8]([N:10]=[C:11]=[O:12])[CH2:9]2)[cH:2][cH:3][cH:4][cH:5][cH:6]1>>[c:1]1([CH:7]2[CH:8]([NH:10][C:11](=[O:12])[NH:13][CH2:14][CH2:15][n:16]3[c:17]([CH3:28])[n:18][c:19]4[c:20]([NH2:27])[n:21][c:22]([CH3:26])[c:23]([CH3:25])[c:24]34)[CH2:9]2)[cH:2][cH:3][cH:4][cH:5][cH:6]1. The product is Cc1nc(N)c2nc(C)n(CCNC(=O)NC3CC3c3ccccc3)c2c1C. Reactants: Cc1nc(N)c2nc(C)n(CCN)c2c1C, O=C=NC1CC1c1ccccc1. RXN SMILES: [Br:1][c:2]1[cH:3][c:4]([OH:8])[cH:5][n:6][cH:7]1.[CH3:47][c:48]1[cH:49][cH:50][cH:51][cH:52][cH:53]1.[O:28]1[CH2:29][CH2:30][CH:31]([OH:34])[CH2:32][CH2:33]1.[O:35]=[C:36]([O:37][CH2:38][CH3:39])[N:40]=[N:41][C:42]([O:43][CH2:44][CH3:45])=[O:46].[c:9]1([P:10]([c:11]2[cH:12][cH:13][cH:14][cH:15][cH:16]2)[c:17]2[cH:18][cH:19][cH:20][cH:21][cH:22]2)[cH:23][cH:24][cH:25][cH:26][cH:27]1>>[Br:1][c:2]1[cH:3][c:4]([O:8][CH:31]2[CH2:30][CH2:29][O:28][CH2:33][CH2:32]2)[cH:5][n:6][cH:7]1. Starting materials: Oc1cncc(Br)c1, Cc1ccccc1, OC1CCOCC1, CCOC(=O)N=NC(=O)OCC, c1ccc(P(c2ccccc2)c2ccccc2)cc1. Product: Brc1cncc(OC2CCOCC2)c1. Reactants: ClC=1C=C2C(=NC1)N=C(N2OC)C(F)(F)F (6-chloro-1-methoxy-2-(trifluoromethyl)-1-H-imidazo [4,5-b] pyridine), N (ammonia). Run in CO (methanol). Run at time 2 hour. The product is NC1=C(C=C2C(=N1)N=C(N2)C(F)(F)F)Cl (5-AMINO-6-CHLORO-2(TRIFLUOROMETHYL)-1H-IMIDAZO [4,5-b] PYRIDINE). RXN SMILES: [Cl:1][C:2]1[CH:3]=[C:4]2[N:10](OC)[C:9]([C:13]([F:16])([F:15])[F:14])=[N:8][C:5]2=[N:6][CH:7]=1.[NH3:17]>CO>[NH2:17][C:7]1[N:6]=[C:5]2[N:8]=[C:9]([C:13]([F:16])([F:15])[F:14])[NH:10][C:4]2=[CH:3][C:2]=1[Cl:1]. Procedure: A 2.5 g. portion of 6-chloro-1-methoxy-2-(trifluoromethyl)-1-H-imidazo [4,5-b] pyridine was dissolved in 25 ml. of methanol, and the solution was saturated with gaseous ammonia. The reaction mixture was stirred at ambient temperature for 2 hours, and additional ammonia was periodically bubbled through the liquid phase. The solvent was then removed under vacuum, and the solid residue was taken up in ethyl ether and the solution was stirred with anhydrous magnesium sulfate and charcoal. The solids...